This data is from the Open Reaction Database (ORD), a public repository of structured organic reaction records. The task is: describe an organic reaction: reactants, conditions, products, and yield Reactants: CN(C)C=O, CC=NO, [H-], [Na+], O, O=C(O)COc1ccc(C(=O)c2ccc(O)cc2)c(Cl)c1, O=C(O)COc1ccc(C(=O)c2ccc(O)cc2)cc1Cl. Yields the product O=C(O)COc1ccc(C(=O)c2ccc(O)cc2)cc1. RXN SMILES: [CH3:50][N:51]([CH3:52])[CH:53]=[O:54].[CH:3](=[N:4][OH:5])[CH3:6].[H-:1].[Na+:2].[OH2:49].[OH:28][c:29]1[cH:30][cH:31][c:32]([C:33]([c:34]2[cH:35][cH:36][c:37]([O:38][CH2:39][C:40]([OH:41])=[O:42])[cH:43][c:44]2[Cl:45])=[O:46])[cH:47][cH:48]1.[OH:7][c:8]1[cH:9][cH:10][c:11]([C:12](=[O:13])[c:14]2[cH:15][c:16]([Cl:25])[c:17]([O:18][CH2:19][C:20](=[O:21])[OH:22])[cH:23][cH:24]2)[cH:26][cH:27]1>>[OH:7][c:8]1[cH:9][cH:10][c:11]([C:12](=[O:13])[c:14]2[cH:15][cH:16][c:17]([O:18][CH2:19][C:20](=[O:21])[OH:22])[cH:23][cH:24]2)[cH:26][cH:27]1. Starting materials: amide, [H][H] (hydrogen), white product, C(C)(=O)O (acetic acid), O1C(=O)C=CC2=CC=CC=C12 (coumarin), C(CCC)(=O)OC1=C(C=C2C=C(C(OC2=C1)=O)C(=O)NCC(=O)OCC1=CC=CC=C1)Cl (7-butyryloxy-3-benzyloxycarbonylmethylaminocarbonyl-6-chlorocoumarin), O1C(=O)C=CC2=CC=CC=C12 (coumarin), O1C(=O)C=CC2=CC=CC=C12 (coumarin), [H][H] (hydrogen), glycine methylene. The reagents and catalysts are [Pd] (palladium on carbon). Run in O1CCOCC1 (dioxane). Yields the product C(CCC)(=O)OC1=C(C=C2C=C(C(OC2=C1)=O)C(=O)NCC(=O)O)Cl (7-Butyryloxy-3-carboxymethylaminocarbonyl-6-chlorocoumarin). Reaction SMILES: [C:1]([O:6][C:7]1[CH:16]=[C:15]2[C:10]([CH:11]=[C:12]([C:18]([NH:20][CH2:21][C:22]([O:24]CC3C=CC=CC=3)=[O:23])=[O:19])[C:13](=[O:17])[O:14]2)=[CH:9][C:8]=1[Cl:32])(=[O:5])[CH2:2][CH2:3][CH3:4].C(O)(=O)C.[H][H].O1C2C(=CC=CC=2)C=CC1=O>O1CCOCC1.[Pd]>[C:1]([O:6][C:7]1[CH:16]=[C:15]2[C:10]([CH:11]=[C:12]([C:18]([NH:20][CH2:21][C:22]([OH:24])=[O:23])=[O:19])[C:13](=[O:17])[O:14]2)=[CH:9][C:8]=1[Cl:32])(=[O:5])[CH2:2][CH2:3][CH3:4]. Procedure details: 7-Butyryloxy-3-carboxymethylaminocarbonyl-6-chlorocoumarin was prepared as follows. 920 mg (2 mMol) 7-butyryloxy-3-benzyloxycarbonylmethylaminocarbonyl-6-chlorocoumarin were dissolved in 50 ml dioxane. 100 mg palladium on carbon (10%) and 100 μl acetic acid were added to the solution and the suspension stirred vigorously in a hydrogen atmosphere at ambient pressure. After the uptake of hydrogen seized the suspension was filtered. The product containing carbon was extracted five times with 25 ml ... Reactants: (CH3)2CHCH2BrCHCO2Me, CN(C)C=O (DMF), C(=O)([O-])[O-].[K+].[K+] (K2CO3), [Na+].[I-] (NaI), C(C1=CC=CC=C1)N1C(=CC=2C(=CC=CC12)O)C (1-benzyl-2-methyl-1H-indol-4-ol), CN(C)C=O (DMF), O (water). Run at temperature 70 celsius. The product is COC(C(CC(C)C)OC1=C2C=C(N(C2=CC=C1)CC1=CC=CC=C1)C)=O (2-(1-Benzyl-2-methyl-1H-indol-4-yloxy)-4-methyl-pentanoic acid methyl ester). RXN SMILES: [C:1]([O-:4])([O-])=O.[K+].[K+].[Na+].[I-].[CH2:9]([N:16]1[C:24]2[CH:23]=[CH:22][CH:21]=[C:20]([OH:25])[C:19]=2[CH:18]=[C:17]1[CH3:26])[C:10]1[CH:15]=[CH:14][CH:13]=[CH:12][CH:11]=1.O.CN([CH:31]=[O:32])C>>[CH3:1][O:4][C:31](=[O:32])[CH:12]([O:25][C:20]1[CH:21]=[CH:22][CH:23]=[C:24]2[C:19]=1[CH:18]=[C:17]([CH3:26])[N:16]2[CH2:9][C:10]1[CH:11]=[CH:12][CH:13]=[CH:14][CH:15]=1)[CH2:11][CH:10]([CH3:15])[CH3:9] |f:0.1.2,3.4|. Reported procedure: To a stirred suspension of K2CO3 (0.563 g, 4.22 mmol), NaI (0.031 g, 0.21 mmol) and 1-benzyl-2-methyl-1H-indol-4-ol (1) (0.500 g, 2.11 mmol) in dry DMF (15 mL), a solution of (CH3)2CHCH2BrCHCO2Me (0.66 g, 3.2 mmol) in DMF (5 mL) was added dropwise. The reaction mixture was heated at 70° C. for 7 h, cooled to room temperature and water (30 mL) was added. The mixture was extracted with EtOAc (3×50 mL). The combined organic extracts were washed with water (50 mL), brine (50 mL), dried over Na2SO4 a... The reactants are C1=NC(=CC2=CC=CC=C12)CC#N (Isoquinolin-3-yl-acetonitrile), ClC=1C=C(C=C(C1Cl)Cl)[N+](=O)[O-] (3,4,5-trichloronitrobenzene), [H-].[Na+] (NaH). The product is ClC1=C(CC=2N=CC3=CC=CC=C3C2)C(=CC(=C1)[N+](=O)[O-])Cl (3-(2,6-Dichloro-4-nitro-benzyl)-isoquinoline). RXN SMILES: [CH:1]1[C:10]2[C:5](=[CH:6][CH:7]=[CH:8][CH:9]=2)[CH:4]=[C:3]([CH2:11][C:12]#N)[N:2]=1.[Cl:14][C:15]1[CH:16]=[C:17]([N+:23]([O-:25])=[O:24])[CH:18]=[C:19]([Cl:22])C=1Cl.[H-].[Na+]>>[Cl:14][C:15]1[CH:16]=[C:17]([N+:23]([O-:25])=[O:24])[CH:18]=[C:19]([Cl:22])[C:12]=1[CH2:11][C:3]1[N:2]=[CH:1][C:10]2[C:5]([CH:4]=1)=[CH:6][CH:7]=[CH:8][CH:9]=2 |f:2.3|. Procedure details: 3-(2,6-Dichloro-4-nitro-benzyl)-isoquinoline was synthesized (79%) from isoquinolin-3-yl-acetonitrile (234, 1.22 g, 7.26 mmol), 3,4,5-trichloronitrobenzene (Acros, 1.64 g, 7.26 mmol) and NaH (Aldrich, 640 mg, 60%, 16.0 mmol) in a similar manner in two steps as described in Example 222. Reactants: C(C)(=O)N1CCC(CC1)C(C1=C(C=C(C=C1)Cl)F)=O (1-acetyl-4-(4-chloro-2-fluorobenzoyl)piperidine), O.NN (hydrazine monohydrate). The solvent is C(CCC)O (n-butanol). The product is ClC1=CC=C2C(=NNC2=C1)C1CCNCC1 (6-Chloro-3-(4-piperidinyl)-1H-indazole). The yield is 20.0%. Reaction SMILES: C([N:4]1[CH2:9][CH2:8][CH:7]([C:10](=O)[C:11]2[CH:16]=[CH:15][C:14]([Cl:17])=[CH:13][C:12]=2F)[CH2:6][CH2:5]1)(=O)C.O.[NH2:21][NH2:22]>C(O)CCC>[Cl:17][C:14]1[CH:13]=[C:12]2[C:11]([C:10]([CH:7]3[CH2:8][CH2:9][NH:4][CH2:5][CH2:6]3)=[N:21][NH:22]2)=[CH:16][CH:15]=1 |f:1.2|. Procedure details: A solution of 18.0 g of 1-acetyl-4-(4-chloro-2-fluorobenzoyl)piperidine, 130 ml of n-butanol and 51 ml of hydrazine monohydrate was stirred under reflux for 48 hrs. Most of the n-butanol was evaporated in vacuo and the residue was diluted with water. The aqueous mixture was extracted with ethyl acetate, and the extract was washed with water, dried over anhydrous magnesium sulfate and concentrated. The residue was recrystallized from acetonitrile to yield 3.0 g (20%) of product. This product was ...